This data is from the Open Reaction Database (ORD), a public repository of structured organic reaction records. The task is: describe an organic reaction: reactants, conditions, products, and yield Yields the product ClC1=C(O[C@@H](C(=O)OC)C)C=CC=C1CN1C(=C(C2=CC(=CC=C12)C(N[C@@H](C)C1=CC(=CC=C1)C(C)C)=O)C)C ((R)-methyl 2-(2-chloro-3-((5-(((S)-1-(3-isopropylphenyl)ethyl)carbamoyl)-2,3-dimethyl-1H-indol-1-yl)methyl)phenoxy)propanoate). As a reaction SMILES: Cl.[CH:2]([C:5]1[CH:6]=[C:7]([C@@H:11]([NH2:13])[CH3:12])[CH:8]=[CH:9][CH:10]=1)([CH3:4])[CH3:3].[Cl:14][C:15]1[C:35]([O:36][C@H:37]([CH3:42])[C:38]([O:40][CH3:41])=[O:39])=[CH:34][CH:33]=[CH:32][C:16]=1[CH2:17][N:18]1[C:26]2[C:21](=[CH:22][C:23]([C:27](O)=[O:28])=[CH:24][CH:25]=2)[C:20]([CH3:30])=[C:19]1[CH3:31]>>[Cl:14][C:15]1[C:16]([CH2:17][N:18]2[C:26]3[C:21](=[CH:22][C:23]([C:27](=[O:28])[NH:13][C@H:11]([C:7]4[CH:8]=[CH:9][CH:10]=[C:5]([CH:2]([CH3:4])[CH3:3])[CH:6]=4)[CH3:12])=[CH:24][CH:25]=3)[C:20]([CH3:30])=[C:19]2[CH3:31])=[CH:32][CH:33]=[CH:34][C:35]=1[O:36][C@H:37]([CH3:42])[C:38]([O:40][CH3:41])=[O:39] |f:0.1|. Procedure: The title compound was prepared following the same protocol as described in Step 5, Example 36, using the (S)-1-(3-isopropylphenyl)ethanamine hydrochloride instead of the (S)-1-(3-cyclopropylphenyl)ethanamine hydrochloride and the (R)-1-(2-chloro-3-((1-methoxy-1-oxopropan-2-yl)oxy)benzyl)-2,3-dimethyl-1H-indole-5-carboxylic acid instead of the 1-(4-(2-methoxy-2-oxoethoxy)benzyl)-2,3-dimethyl-1H-indole-5-carboxylic acid. Starting materials: Cl.C(C)(C)C=1C=C(C=CC1)[C@H](C)N ((S)-1-(3-isopropylphenyl)ethanamine hydrochloride), ClC1=C(CN2C(=C(C3=CC(=CC=C23)C(=O)O)C)C)C=CC=C1O[C@@H](C(=O)OC)C ((R)-1-(2-chloro-3-((1-methoxy-1-oxopropan-2-yl)oxy)benzyl)-2,3-dimethyl-1H-indole-5-carboxylic acid). Starting materials: Cl, [Na+], Fc1cc(C2OCCCO2)ccc1-c1nc2ccc(C3(c4ccccc4)CCCCC3)nc2s1, [OH-]. Product: O=Cc1ccc(-c2nc3ccc(C4(c5ccccc5)CCCCC4)nc3s2)c(F)c1. As a reaction SMILES: [ClH:35].[Na+:37].[O:1]1[CH:2]([c:7]2[cH:8][c:9]([F:34])[c:10](-[c:13]3[s:14][c:15]4[n:16][c:17]([C:22]5([c:28]6[cH:29][cH:30][cH:31][cH:32][cH:33]6)[CH2:23][CH2:24][CH2:25][CH2:26][CH2:27]5)[cH:18][cH:19][c:20]4[n:21]3)[cH:11][cH:12]2)[O:6][CH2:5][CH2:4][CH2:3]1.[OH-:36]>>[O:1]=[CH:2][c:7]1[cH:8][c:9]([F:34])[c:10](-[c:13]2[s:14][c:15]3[n:16][c:17]([C:22]4([c:28]5[cH:29][cH:30][cH:31][cH:32][cH:33]5)[CH2:23][CH2:24][CH2:25][CH2:26][CH2:27]4)[cH:18][cH:19][c:20]3[n:21]2)[cH:11][cH:12]1. The reactants are OCCCBr, COc1ccc(C(=O)O)cc1, CN(C)c1ccncc1, CCN=C=NCCCN(C)C, ClCCl, Cl. Product: COc1ccc(C(=O)OCCCBr)cc1. RXN SMILES: [Br:24][CH2:25][CH2:26][CH2:27][OH:28].[CH3:13][O:14][c:15]1[cH:16][cH:17][c:18]([C:21]([OH:22])=[O:23])[cH:19][cH:20]1.[CH3:29][N:30]([CH3:31])[c:32]1[cH:33][cH:34][n:35][cH:36][cH:37]1.[CH3:2][N:3]([CH3:4])[CH2:5][CH2:6][CH2:7][N:8]=[C:9]=[N:10][CH2:11][CH3:12].[Cl:38][CH2:39][Cl:40].[ClH:1]>>[CH3:13][O:14][c:15]1[cH:16][cH:17][c:18]([C:21]([O:22][CH2:27][CH2:26][CH2:25][Br:24])=[O:23])[cH:19][cH:20]1. Starting materials: CC1(C)OCC2OC2CO1, CN(C)C=O, Cc1ccc(S(=O)(=O)N2CCNCCN(S(=O)(=O)c3ccc(C)cc3)CCN(S(=O)(=O)c3ccc(C)cc3)CC2)cc1. The product is Cc1ccc(S(=O)(=O)N2CCN(C3COC(C)(C)OCC3O)CCN(S(=O)(=O)c3ccc(C)cc3)CCN(S(=O)(=O)c3ccc(C)cc3)CC2)cc1. Reaction SMILES: [CH3:43][C:44]1([CH3:52])[O:45][CH2:46][CH:47]2[O:48][CH:49]2[CH2:50][O:51]1.[CH3:53][N:54]([CH3:55])[CH:56]=[O:57].[c:1]1([CH3:42])[cH:2][cH:3][c:4]([S:7](=[O:8])(=[O:9])[N:10]2[CH2:11][CH2:12][NH:13][CH2:14][CH2:15][N:16]([S:32](=[O:33])(=[O:34])[c:35]3[cH:36][cH:37][c:38]([CH3:41])[cH:39][cH:40]3)[CH2:17][CH2:18][N:19]([S:22](=[O:23])(=[O:24])[c:25]3[cH:26][cH:27][c:28]([CH3:31])[cH:29][cH:30]3)[CH2:20][CH2:21]2)[cH:5][cH:6]1>>[c:1]1([CH3:42])[cH:2][cH:3][c:4]([S:7](=[O:8])(=[O:9])[N:10]2[CH2:11][CH2:12][N:13]([CH:47]3[CH2:46][O:45][C:44]([CH3:43])([CH3:52])[O:51][CH2:50][CH:49]3[OH:48])[CH2:14][CH2:15][N:16]([S:32](=[O:33])(=[O:34])[c:35]3[cH:36][cH:37][c:38]([CH3:41])[cH:39][cH:40]3)[CH2:17][CH2:18][N:19]([S:22](=[O:23])(=[O:24])[c:25]3[cH:26][cH:27][c:28]([CH3:31])[cH:29][cH:30]3)[CH2:20][CH2:21]2)[cH:5][cH:6]1. Starting materials: NC1=C(C=C(CC2=CC=NC=C2)C=C1)C1=CC(=CC=C1)[N+](=O)[O-] (4-[4-Amino-3-(3-nitrophenyl)benzyl]pyridine), CCCCCC (hexane), [NH4+].[OH-] (NH4OH), O=[As](=O)O[As](=O)=O (arsenic pentoxide), S(O)(O)(=O)=O (sulfuric acid). Run in OCC(O)CO (glycerol), C(C)(=O)OCC (ethyl acetate), O (H2O). Run at temperature 100 celsius. Product: N1=CC=C(C=C1)CC=1C=C2C=CC=NC2=C(C1)C1=CC(=CC=C1)[N+](=O)[O-] (6-(4-pyridylmethyl)-8-(3-nitrophenyl)quinoline). Reaction SMILES: [NH2:1][C:2]1[CH:14]=[CH:13][C:5]([CH2:6][C:7]2[CH:12]=[CH:11][N:10]=[CH:9][CH:8]=2)=[CH:4][C:3]=1[C:15]1[CH:20]=[CH:19][CH:18]=[C:17]([N+:21]([O-:23])=[O:22])[CH:16]=1.O=[As](O[As](=O)=O)=O.S(=O)(=O)(O)O.[NH4+].[OH-].[CH3:38][CH2:39][CH2:40]CCC>O.C(OCC)(=O)C.OCC(CO)O>[N:10]1[CH:9]=[CH:8][C:7]([CH2:6][C:5]2[CH:13]=[C:14]3[C:2](=[C:3]([C:15]4[CH:20]=[CH:19][CH:18]=[C:17]([N+:21]([O-:23])=[O:22])[CH:16]=4)[CH:4]=2)[N:1]=[CH:40][CH:39]=[CH:38]3)=[CH:12][CH:11]=1 |f:3.4|. Procedure details: 4-[4-Amino-3-(3-nitrophenyl)benzyl]pyridine (600 mg) was combined with glycerol (489 mg) and arsenic pentoxide (325 mg) under nitrogen. The reaction mixture was heated to 100° C. for 30 minutes. Concentrated sulfuric acid (406 mg) was added in a dropwise manner and the reaction mixture was further heated to 150° C. for 2 hours. The reaction was monitored by TLC (9:1, hexane:ethyl acetate) where an aliquot was worked up by adding the product from the reaction to H2O, basifying with NH4OH and extr... Starting materials: C(C)(=O)OC[C@@H]1[C@H](C[C@@H](O1)N1C(N=C(C(=C1)C)N1N=CN=C1)=O)N=[N+]=[N-] (1-(5-O-Acetyl-3-azido-2,3-dideoxy-β-D-erythro-pentofuranosyl)-5-methyl-4-(1,2,4-triazol-1-yl)-2-(1H)-pyrimidinone), C(CC)N (n-propylamine). Solvent: CC#N (CH3CN). The product is C(C)(=O)OC[C@@H]1[C@H](C[C@@H](O1)N1C(N=C(C(=C1)C)NCCC)=O)N=[N+]=[N-] (1-(5-O-Acetyl-3-Azido-2,3-Dideoxy-β-D-erythro-pentofuranosyl)-5-Methyl-4-(Propylamino)-2-(1H)-Pyrimidinone). Reaction SMILES: [C:1]([O:4][CH2:5][C@H:6]1[O:10][C@@H:9]([N:11]2[CH:16]=[C:15]([CH3:17])[C:14]([N:18]3[CH:22]=NC=N3)=[N:13][C:12]2=[O:23])[CH2:8][C@@H:7]1[N:24]=[N+:25]=[N-:26])(=[O:3])[CH3:2].[CH2:27](N)[CH2:28]C>CC#N>[C:1]([O:4][CH2:5][C@H:6]1[O:10][C@@H:9]([N:11]2[CH:16]=[C:15]([CH3:17])[C:14]([NH:18][CH2:22][CH2:27][CH3:28])=[N:13][C:12]2=[O:23])[CH2:8][C@@H:7]1[N:24]=[N+:25]=[N-:26])(=[O:3])[CH3:2]. Procedure details: 1-(5-O-Acetyl-3-azido-2,3-dideoxy-β-D-erythro-pentofuranosyl)-5-methyl-4-(1,2,4-triazol-1-yl)-2-(1H)-pyrimidinone (0.5 g, 1.4 mMol) was dissolved in dry CH3CN (50 mL) and treated with n-propylamine (0.6 mL, 7 mMol) at ambient temperature for 48 hours. The reaction was evaporated to an oil and chromatographed on silica gel eluted with 20:1 CHCl3/MeOH (v/v). The appropriate fractions were combined and evaporated to give the title compound as a solid: mp=138°-140° C.; UV(nm): at pH 1 λmax=285,217(ε...